This data is from the Open Reaction Database (ORD), a public repository of structured organic reaction records. The task is: describe an organic reaction: reactants, conditions, products, and yield The reactants are CO, COCCCc1cn(C)c2ccc(CC(CC(NC(=O)OC(C)(C)C)C(O)CN=[N+]=[N-])C(C)C)cc12. Product: COCCCc1cn(C)c2ccc(CC(CC(NC(=O)OC(C)(C)C)C(O)CN)C(C)C)cc12. RXN SMILES: [CH3:37][OH:38].[N:1](=[N+:2]=[N-:3])[CH2:4][CH:5]([OH:6])[CH:7]([CH2:8][CH:9]([CH:10]([CH3:11])[CH3:12])[CH2:13][c:14]1[cH:15][c:16]2[c:17]([CH2:24][CH2:25][CH2:26][O:27][CH3:28])[cH:18][n:19]([CH3:23])[c:20]2[cH:21][cH:22]1)[NH:29][C:30]([O:31][C:32]([CH3:33])([CH3:34])[CH3:35])=[O:36]>>[NH2:1][CH2:4][CH:5]([OH:6])[CH:7]([CH2:8][CH:9]([CH:10]([CH3:11])[CH3:12])[CH2:13][c:14]1[cH:15][c:16]2[c:17]([CH2:24][CH2:25][CH2:26][O:27][CH3:28])[cH:18][n:19]([CH3:23])[c:20]2[cH:21][cH:22]1)[NH:29][C:30]([O:31][C:32]([CH3:33])([CH3:34])[CH3:35])=[O:36].